Dataset: the Open Reaction Database (ORD), a public repository of structured organic reaction records. Task: describe an organic reaction: reactants, conditions, products, and yield The reactants are NCCNC(C(C(=O)NCCN)CCCCCCOC1OCCCC1)=O (N,N′-Bis(2-aminoethyl)-2-[6-(tetrahydro-pyran-2-yloxy)-hexyl]-malonamide), O.C1(=CC=C(C=C1)S(=O)(=O)O)C (p-toluenesulphonic acid monohydrate), [OH-].[NH4+] (ammonium hydroxide). Run in C(C)O (ethanol). Conditions: temperature 72.5 celsius. Product: NCCNC(C(C(=O)NCCN)CCCCCCO)=O (N,N′-Bis(2-aminoethyl)-2-(6-hydroxy-hexyl)-malonamide). Reaction SMILES: [NH2:1][CH2:2][CH2:3][NH:4][C:5](=[O:26])[CH:6]([CH2:13][CH2:14][CH2:15][CH2:16][CH2:17][CH2:18][O:19]C1CCCCO1)[C:7]([NH:9][CH2:10][CH2:11][NH2:12])=[O:8].O.C1(C)C=CC(S(O)(=O)=O)=CC=1.[OH-].[NH4+]>C(O)C>[NH2:1][CH2:2][CH2:3][NH:4][C:5](=[O:26])[CH:6]([CH2:13][CH2:14][CH2:15][CH2:16][CH2:17][CH2:18][OH:19])[C:7]([NH:9][CH2:10][CH2:11][NH2:12])=[O:8] |f:1.2,3.4|. Reported procedure: N,N′-Bis(2-aminoethyl)-2-[6-(tetrahydro-pyran-2-yloxy)-hexyl]-malonamide (3.9 g, 10.6 mmol), p-toluenesulphonic acid monohydrate (8.5 g, 3 mmol) and ethanol (50 ml) were heated under reflux at 70-75° C. for 16 hours. After cooling, concentrated ammonium hydroxide (0.880) was added dropwise until a permanent pH of 9 was achieved. The precipitated white solid was removed by filtration through Celite and the filter cake washed with ethanol (30 ml). The ethanol was removed under reduced pressure (15...